This data is from the Open Reaction Database (ORD), a public repository of structured organic reaction records. The task is: describe an organic reaction: reactants, conditions, products, and yield The reactants are BrCC1=C(C=C(C=C1)Cl)OC (1-bromomethyl-4-chloro-2-methoxy-benzene), N1CCOCC1 (morpholine). Solvent: C1(=CC=CC=C1)C (toluene). Conditions: temperature 110 celsius. The product is ClC1=CC(=C(CN2CCOCC2)C=C1)OC (4-(4-chloro-2-methoxybenzyl)morpholine). The yield is 93.3%. RXN SMILES: Br[CH2:2][C:3]1[CH:8]=[CH:7][C:6]([Cl:9])=[CH:5][C:4]=1[O:10][CH3:11].[NH:12]1[CH2:17][CH2:16][O:15][CH2:14][CH2:13]1>C1(C)C=CC=CC=1>[Cl:9][C:6]1[CH:7]=[CH:8][C:3]([CH2:2][N:12]2[CH2:17][CH2:16][O:15][CH2:14][CH2:13]2)=[C:4]([O:10][CH3:11])[CH:5]=1. Procedure: A mixture of 1-bromomethyl-4-chloro-2-methoxy-benzene (705 mg), morpholine (0.52 mL, 6 mmol) in toluene (15 mL) was heated to 110° C. for 2 hours. The solution was then partitioned between ethyl acetate and water. The organic layer was washed with brine, dried (MgSO4), filtered, and concentrated under vacuum to provide 675 mg (93%) of the title compound. MS (ESI) m/e 242 (M+H)+. Reactants: C(C)(C)(C)C1=C(C=CC=C1)N1CCN(CC1)C(CCC(=O)O)=O (4-(4-(2-tert-butylphenyl)piperazin-1-yl)-4-oxobutanoic acid), CCN=C=NCCCN(C)C (EDCI), C=1C=CC2=C(C1)N=NN2O (HOBt), C(C)(C)N(CC)C(C)C (diisopropylethylamine), CS(=O)(=O)N (methane-sulfonamide). Solvent: C(Cl)Cl (methylene chloride), C(C)(=O)OCC (ethyl acetate). The product is C(C)(C)(C)C1=C(C=CC=C1)N1CCN(CC1)C(CCC(=O)NS(=O)(=O)C)=O (4-(4-(2-tert-butylphenyl)piperazin-1-yl)-N-(methylsulfonyl)-4-oxobutanamide). Isolated yield 41.6%. RXN SMILES: [C:1]([C:5]1[CH:10]=[CH:9][CH:8]=[CH:7][C:6]=1[N:11]1[CH2:16][CH2:15][N:14]([C:17](=[O:23])[CH2:18][CH2:19][C:20](O)=[O:21])[CH2:13][CH2:12]1)([CH3:4])([CH3:3])[CH3:2].CCN=C=NCCCN(C)C.C1C=CC2N(O)N=NC=2C=1.C(N(C(C)C)CC)(C)C.[CH3:54][S:55]([NH2:58])(=[O:57])=[O:56]>C(Cl)Cl.C(OCC)(=O)C>[C:1]([C:5]1[CH:10]=[CH:9][CH:8]=[CH:7][C:6]=1[N:11]1[CH2:12][CH2:13][N:14]([C:17](=[O:23])[CH2:18][CH2:19][C:20]([NH:58][S:55]([CH3:54])(=[O:57])=[O:56])=[O:21])[CH2:15][CH2:16]1)([CH3:4])([CH3:2])[CH3:3]. Procedure details: To a stirred solution of 4-(4-(2-tert-butylphenyl)piperazin-1-yl)-4-oxobutanoic acid obtained in Example 53 (0.100 g, 0.31 mmol), EDCI (0.090 g, 0.47 mmol), HOBt (0.064 g, 0.47 mmol) and diisopropylethylamine (0.163 g, 1.26 mmol) in methylene chloride (2.0 mL) was added methane-sulfonamide (0.031 g, 0.31 mmol) at room temperature. After 18 h the reaction mixture was diluted with ethyl acetate, washed with 1.0 M hydrochloric acid (5.0 mL), water (5.0 mL), dried (Na2SO4), filtered and concentrated... The reactants are B, C1CCOC1, CC1(C)CCC(C)(C)c2cc(C3(C)COc4ccc(C(=O)O)cc43)ccc21, O. The product is CC1(C)CCC(C)(C)c2cc(C3(C)COc4ccc(CO)cc43)ccc21. Reaction SMILES: [BH3:1].[CH2:30]1[O:31][CH2:32][CH2:33][CH2:34]1.[CH3:2][C:3]1([c:15]2[cH:16][c:17]3[c:22]([cH:23][cH:24]2)[C:21]([CH3:25])([CH3:26])[CH2:20][CH2:19][C:18]3([CH3:27])[CH3:28])[CH2:4][O:5][c:6]2[c:7]1[cH:8][c:9]([C:12](=[O:13])[OH:14])[cH:10][cH:11]2.[OH2:29]>>[CH3:2][C:3]1([c:15]2[cH:16][c:17]3[c:22]([cH:23][cH:24]2)[C:21]([CH3:25])([CH3:26])[CH2:20][CH2:19][C:18]3([CH3:27])[CH3:28])[CH2:4][O:5][c:6]2[c:7]1[cH:8][c:9]([CH2:12][OH:13])[cH:10][cH:11]2. Reactants: Cl.ClC1=C(C=CC(=C1N)Cl)O (2,4-dichloro-3-aminophenol hydrochloride), [K+].[Br-] (KBr), CC(=O)C (acetone). Yields the product Cl.ClC1C(=CC(=C(C1=C(C)C)Cl)N)O (2,4-dichloro-3-(isopropylidene)-aminophenol hydrochloride). RXN SMILES: [ClH:1].[Cl:2][C:3]1[C:8]([NH2:9])=[C:7]([Cl:10])[CH:6]=[CH:5][C:4]=1[OH:11].[K+].[Br-].[CH3:14][C:15]([CH3:17])=O>>[ClH:2].[Cl:1][CH:5]1[C:6](=[C:15]([CH3:17])[CH3:14])[C:7]([Cl:10])=[C:8]([NH2:9])[CH:3]=[C:4]1[OH:11] |f:0.1,2.3,5.6|. Procedure: Corresponding to the procedure and data in Example 1, 2,4-dichloro-3-aminophenol hydrochloride was reacted with acetone. The reaction product obtained according to this example of this invention had the following characteristic data: IR-spectrum (KBr) cm-1 1652, 1598, 1570, 1480, 1438, 1370, 1315, 1260, 1238, 1225, 1218, 1176, 1112, 1085, 1010, 980, 930, 870, 835, 805, 762, 730, 710, 675, 655. The reactants are C1CCOC1, COCC1(C)CCCSc2cc(C#Cc3ccc(C(=O)OC)cc3)ccc21, CCO, [Na+], [OH-]. The product is COCC1(C)CCCSc2cc(C#Cc3ccc(C(=O)O)cc3)ccc21. RXN SMILES: [CH2:30]1[O:31][CH2:32][CH2:33][CH2:34]1.[CH3:1][O:2][C:3]([c:4]1[cH:5][cH:6][c:7]([C:10]#[C:11][c:12]2[cH:13][cH:14][c:15]3[c:16]([cH:26]2)[S:17][CH2:18][CH2:19][CH2:20][C:21]3([CH3:22])[CH2:23][O:24][CH3:25])[cH:8][cH:9]1)=[O:27].[CH3:35][CH2:36][OH:37].[Na+:29].[OH-:28]>>[O:2]=[C:3]([c:4]1[cH:5][cH:6][c:7]([C:10]#[C:11][c:12]2[cH:13][cH:14][c:15]3[c:16]([cH:26]2)[S:17][CH2:18][CH2:19][CH2:20][C:21]3([CH3:22])[CH2:23][O:24][CH3:25])[cH:8][cH:9]1)[OH:27].